This data is from the Open Reaction Database (ORD), a public repository of structured organic reaction records. The task is: describe an organic reaction: reactants, conditions, products, and yield Reactants: [N+](=O)([O-])C=1C=C(C=O)C=CC1 (3-nitrobenzaldehyde), C(C)=O (acetaldehyde). The product is [N+](=O)([O-])C=1C=C(C=CC=O)C=CC1 (3-nitro cinnamaldehyde). Reaction SMILES: [N+:1]([C:4]1[CH:5]=[C:6]([CH:9]=[CH:10][CH:11]=1)[CH:7]=O)([O-:3])=[O:2].[CH:12](=[O:14])[CH3:13]>>[N+:1]([C:4]1[CH:5]=[C:6]([CH:9]=[CH:10][CH:11]=1)[CH:7]=[CH:13][CH:12]=[O:14])([O-:3])=[O:2]. Procedure: 3-nitro cinnamaldehyde was prepared by Claisen-Schmidt condensation of 3-nitrobenzaldehyde with acetaldehyde as follows.